This data is from the Open Reaction Database (ORD), a public repository of structured organic reaction records. The task is: describe an organic reaction: reactants, conditions, products, and yield Reactants: [BH4-].[Li+] (lithium borohydride), NCCN1C(S\C(\C1=O)=C/C1=CC=C(C=C1)OCC)=O ((Z)-3-(2-aminoethyl)-5-(4-ethoxybenzylidene)thiazolidine-2,4-dione), Cl (HCl). The solvent is C1CCOC1.N1=CC=CC=C1 (THF pyridine). Conditions: temperature 80 celsius, time 12 hour. Product: C(C)OC1=CC=C(CC2C(NC(S2)=O)=O)C=C1 (5-(4-ethoxybenzyl)thiazolidine-2,4-dione). Reaction SMILES: [BH4-].[Li+].NCC[N:6]1[C:10](=[O:11])/[C:9](=[CH:12]/[C:13]2[CH:18]=[CH:17][C:16]([O:19][CH2:20][CH3:21])=[CH:15][CH:14]=2)/[S:8][C:7]1=[O:22].Cl>C1COCC1.N1C=CC=CC=1>[CH2:20]([O:19][C:16]1[CH:17]=[CH:18][C:13]([CH2:12][CH:9]2[S:8][C:7](=[O:22])[NH:6][C:10]2=[O:11])=[CH:14][CH:15]=1)[CH3:21] |f:0.1,4.5|. Procedure details: To a suspension of lithium borohydride (0.22 g, 10.04 mmol) in 40 mL of THF-pyridine (ratio 1:1), compound 3 (1.00 g, 4.02 mmol) was added at 0° C. The reaction mixture was stirred at 80° C. for 12 h and then cooled to 0° C. 21 mL of 4 N HCl aqueous solution was added carefully and the resulting suspension was stirred at 0° C. for 10 min, and refluxed for 1 h. After cooling down at room temperature, the solvent was removed by evaporation. The residue was dissolved in ethyl acetate and washed wit... Starting materials: COC(=O)CC(NC(c1ccccc1)(c1ccccc1)c1ccccc1)C(=O)OC, COC(C)(C)C, [Li]CCCC, COP(C)(=O)OC, CCCCCC, C1CCOC1. The product is COC(=O)C(CC(=O)CP(=O)(OC)OC)NC(c1ccccc1)(c1ccccc1)c1ccccc1. RXN SMILES: [C:13]([c:14]1[cH:15][cH:16][cH:17][cH:18][cH:19]1)([c:20]1[cH:21][cH:22][cH:23][cH:24][cH:25]1)([c:26]1[cH:27][cH:28][cH:29][cH:30][cH:31]1)[NH:32][CH:33]([CH2:34][C:35](=[O:36])[O:37][CH3:38])[C:39](=[O:40])[O:41][CH3:42].[C:49]([O:50][CH3:51])([CH3:52])([CH3:53])[CH3:54].[CH2:8]([Li:9])[CH2:10][CH2:11][CH3:12].[CH3:1][P:2]([O:3][CH3:4])([O:5][CH3:6])=[O:7].[CH3:43][CH2:44][CH2:45][CH2:46][CH2:47][CH3:48].[O:55]1[CH2:56][CH2:57][CH2:58][CH2:59]1>>[CH2:1]([P:2]([O:3][CH3:4])([O:5][CH3:6])=[O:7])[C:35]([CH2:34][CH:33]([NH:32][C:13]([c:14]1[cH:15][cH:16][cH:17][cH:18][cH:19]1)([c:20]1[cH:21][cH:22][cH:23][cH:24][cH:25]1)[c:26]1[cH:27][cH:28][cH:29][cH:30][cH:31]1)[C:39](=[O:40])[O:41][CH3:42])=[O:36]. The reactants are N1CCNCCNCCNCCNCC1 (1,4,7,10,13-pentaazacyclopentadecane), Example 1E, [Cl-].[Mn+2].[Cl-] (manganese(II) chloride). The solvent is CO (methanol). Product: ClC1N(CCNCCNCCNCCNC1)Cl.[Mn+2] (Manganese(II)dichloro(1,4,7,10,13-Pentaazacyclopentadecane)). Yield: 88.0%. RXN SMILES: [NH:1]1[CH2:15][CH2:14][NH:13][CH2:12][CH2:11][NH:10][CH2:9][CH2:8][NH:7][CH2:6][CH2:5][NH:4][CH2:3][CH2:2]1.[Cl-:16].[Mn+2:17].[Cl-:18]>CO>[Cl:16][CH:2]1[CH2:3][NH:4][CH2:5][CH2:6][NH:7][CH2:8][CH2:9][NH:10][CH2:11][CH2:12][NH:13][CH2:14][CH2:15][N:1]1[Cl:18].[Mn+2:17] |f:1.2.3,5.6|. Procedure: A solution of 1,4,7,10,13-pentaazacyclopentadecane prepared as in Example 1E (2.0 g, 9.3 mmole) and anhydrous manganese(II) chloride (1.2 g, 9.3 mmole) in anhydrous methanol (50 ml) was refluxed under a dry nitrogen atmosphere for 3 h. The solution was filtered and the solvent removed in vacuo. The resulting solid was recrystallized from ethanol-ethyl ether to give 2.79 g (88% yield) of the product as an off-white crystalline solid: FAB mass spectrum (NBA) m/z (relative intensity) 340 (M+, 2), 3... The reactants are S(=O)(=O)(C1=CC=C(C)C=C1)Cl (tosyl chloride), N1CCNCCCNCCNCCC1 (1,4,8,11-tetraazacyclotetradecane), O (water). Run in C(Cl)(Cl)Cl (chloroform), C(Cl)(Cl)Cl (chloroform), C(C)N(CC)CC (triethylamine). Run at time 8 hour. Yields the product C1(=CC=C(C=C1)S(=O)(=O)N1CCNCCCN(CCN(CCC1)S(=O)(=O)C1=CC=C(C=C1)C)S(=O)(=O)C1=CC=C(C=C1)C)C (4,8,11 -Tris(p-tolylsulfonyl)-1,4,8,11-tetraazacyclotetradecane). Yield: 33.0%. Reaction SMILES: [S:1](Cl)([C:4]1[CH:10]=[CH:9][C:7]([CH3:8])=[CH:6][CH:5]=1)(=[O:3])=[O:2].[NH:12]1[CH2:25][CH2:24][CH2:23][NH:22][CH2:21][CH2:20][NH:19][CH2:18][CH2:17][CH2:16][NH:15][CH2:14][CH2:13]1.[OH2:26]>C(Cl)(Cl)Cl.C(N(CC)CC)C>[C:7]1([CH3:8])[CH:9]=[CH:10][C:4]([S:1]([N:12]2[CH2:25][CH2:24][CH2:23][N:22]([S:1]([C:4]3[CH:10]=[CH:9][C:7]([CH3:8])=[CH:6][CH:5]=3)(=[O:2])=[O:26])[CH2:21][CH2:20][N:19]([S:1]([C:4]3[CH:10]=[CH:9][C:7]([CH3:8])=[CH:6][CH:5]=3)(=[O:3])=[O:2])[CH2:18][CH2:17][CH2:16][NH:15][CH2:14][CH2:13]2)(=[O:3])=[O:2])=[CH:5][CH:6]=1. Procedure details: A solution of tosyl chloride (8.1 g, 43 mmol) in chloroform (300 mL) was added dropwise over a period of 2 h to a solution of 1,4,8,11-tetraazacyclotetradecane (4.28 g, 21 mmol) in chloroform (150 mL) and triethylamine (18 mL) kept at 45° C. After the mixture stood at room temperature overnight, water (40 mL) was added with stirring. The organic layer was separated, dried (Na2SO4), and evaporated to dryness. The solid residue was dissolved in hot methanol (40 mL) and cooled to room temperature t... Starting materials: ClC=1C=C(C=CC1)[C@@H]([C@H]1CN(CCC1)C(=O)OC(C)(C)C)OCC(=O)OCC ((R)-tert-Butyl 3-((R)-(3-chlorophenyl)(2-ethoxy-2-oxoethoxy)methyl)-piperidine-1-carboxylate), N.CO (NH3 MeOH). Run at time 8 hour. Yields the product NC(CO[C@H]([C@H]1CN(CCC1)C(=O)OC(C)(C)C)C1=CC(=CC=C1)Cl)=O ((R)-tert-butyl 3-((R)-(2-amino-2-oxoethoxy)(3-chlorophenyl)methyl)piperidine-1-carboxylate). Yield: 100.0%. RXN SMILES: [Cl:1][C:2]1[CH:3]=[C:4]([C@H:8]([O:22][CH2:23][C:24]([O:26]CC)=O)[C@@H:9]2[CH2:14][CH2:13][CH2:12][N:11]([C:15]([O:17][C:18]([CH3:21])([CH3:20])[CH3:19])=[O:16])[CH2:10]2)[CH:5]=[CH:6][CH:7]=1.[NH3:29].CO>>[NH2:29][C:24](=[O:26])[CH2:23][O:22][C@@H:8]([C:4]1[CH:5]=[CH:6][CH:7]=[C:2]([Cl:1])[CH:3]=1)[C@@H:9]1[CH2:14][CH2:13][CH2:12][N:11]([C:15]([O:17][C:18]([CH3:21])([CH3:20])[CH3:19])=[O:16])[CH2:10]1 |f:1.2|. Reported procedure: (R)-tert-Butyl 3-((R)-(3-chlorophenyl)(2-ethoxy-2-oxoethoxy)methyl)-piperidine-1-carboxylate (0.971 g, 2.36 mmol) was dissolved in 7 M NH3/MeOH (20 mL), and stirred overnight at room temperature. The solvent was removed under reduced pressure to give (R)-tert-butyl 3-((R)-(2-amino-2-oxoethoxy)(3-chlorophenyl)methyl)piperidine-1-carboxylate (902 mg, 100%), which was used for the next step without further purification. MS ESI+ve m/z 383 (M+H)+. RXN SMILES: [NH2:1][C:2]([CH3:12])=[CH:3][C:4](=[O:11])[CH2:5][S:6]([NH:9][CH3:10])(=[O:8])=[O:7].[CH2:13](Br)[C:14]1[CH:19]=[CH:18][CH:17]=[CH:16][CH:15]=1.C(=O)([O-])[O-].[K+].[K+]>CN(C)C=O>[NH2:1][C:2]([CH3:12])=[CH:3][C:4](=[O:11])[CH2:5][S:6]([N:9]([CH2:13][C:14]1[CH:19]=[CH:18][CH:17]=[CH:16][CH:15]=1)[CH3:10])(=[O:7])=[O:8] |f:2.3.4|. The product is NC(=CC(CS(=O)(=O)N(C)CC1=CC=CC=C1)=O)C (4-amino-N-benzyl-N-methyl-2-oxo-3-pentenesulfonamide). Run at time 9 hour. The solvent is CN(C=O)C (dimethylformamide). The reactants are NC(=CC(CS(=O)(=O)NC)=O)C (4-amino-N-methyl-2-oxo-3-pentenesulfonamide), C(C1=CC=CC=C1)Br (benzyl bromide), C([O-])([O-])=O.[K+].[K+] (potassium carbonate). Procedure: In accordance with the procedure described in Example 7, a solution of 3.8 g of 4-amino-N-methyl-2-oxo-3-pentenesulfonamide and 3.6 ml of benzyl bromide in 50 ml of dimethylformamide was treated with 6 g of potassium carbonate and the mixture was stirred intensively at room temperature for 9 hours. The product was firstly chromatographed on 300 g of silica gel with ethyl acetate as the elution agent and then recrystallized from isopropanol. There were obtained 3.4 g of 4-amino-N-benzyl-N-methyl-... The reactants are C(C1=CC=CC=C1)OC1=C(C=C2C(=C(OC(=O)C2=C1)C(=O)O)C1=CC(=C(C(=C1)OC)OC)OC)OC (7-Benzyloxy-6-methoxy-4-(3,4,5-trimethoxyphenyl)isocoumarin-3-carboxylic acid), NN1CCOCC1 (4-aminomorpholine), C(Cl)(Cl)Cl (chloroform), O (water). Solvent: CN1C(N(CC1)C)=O (1,3-dimethyl-2-imidazolidinone). Reaction conditions: temperature 100 celsius, time 8 hour. Yields the product C(C1=CC=CC=C1)OC1=C(C=C2C(=C(N(C(C2=C1)=O)N1CCOCC1)C(=O)O)C1=CC(=C(C(=C1)OC)OC)OC)OC (7-benzyloxy-3-carboxy-6-methoxy-2-morpholino-4-(3,4,5-trimethoxyphenyl)-1(2H)isoquinolinone). Reaction SMILES: [CH2:1]([O:8][C:9]1[CH:19]=[C:18]2[C:12]([C:13]([C:23]3[CH:28]=[C:27]([O:29][CH3:30])[C:26]([O:31][CH3:32])=[C:25]([O:33][CH3:34])[CH:24]=3)=[C:14]([C:20]([OH:22])=[O:21])[O:15][C:16]2=O)=[CH:11][C:10]=1[O:35][CH3:36])[C:2]1[CH:7]=[CH:6][CH:5]=[CH:4][CH:3]=1.[NH2:37][N:38]1[CH2:43][CH2:42][O:41][CH2:40][CH2:39]1.C(Cl)(Cl)Cl.O>CN1CCN(C)C1=O>[CH2:1]([O:8][C:9]1[CH:19]=[C:18]2[C:12]([C:13]([C:23]3[CH:24]=[C:25]([O:33][CH3:34])[C:26]([O:31][CH3:32])=[C:27]([O:29][CH3:30])[CH:28]=3)=[C:14]([C:20]([OH:22])=[O:21])[N:37]([N:38]3[CH2:43][CH2:42][O:41][CH2:40][CH2:39]3)[C:16]2=[O:15])=[CH:11][C:10]=1[O:35][CH3:36])[C:2]1[CH:7]=[CH:6][CH:5]=[CH:4][CH:3]=1. Reported procedure: 7-Benzyloxy-6-methoxy-4-(3,4,5-trimethoxyphenyl)isocoumarin-3-carboxylic acid (5.0 g) and 4-aminomorpholine (6.2 g) are dissolved in 1,3-dimethyl-2-imidazolidinone (20 ml), and the mixture is heated at 100° C. with stirring overnight. To the reaction mixture are added chloroform and water. The chloroform layer is separated, washed, dried, and concentrated under reduced pressure to give 7-benzyloxy-3-carboxy-6-methoxy-2-morpholino-4-(3,4,5-trimethoxyphenyl)-1(2H)isoquinolinone. The product thus o...